This data is from the Open Reaction Database (ORD), a public repository of structured organic reaction records. The task is: describe an organic reaction: reactants, conditions, products, and yield Reactants: C(=O)[O-].[Na+] (Sodium formate), COC(=O)C=1C=C(C2=C(S(CC3=C(N2)C(=CC(=C3)N)Cl)(=O)=O)C1)C (2-Amino-4-chloro-6-methyl-10,10-dioxo-10,11-dihydro-5H-10lambda*6*-thia-5-aza-dibenzo[a,d]-cycloheptene-8-carboxylic acid methylester), ice water. The solvent is C(=O)O (formic acid). Product: COC(=O)C=1C=C(C2=C(S(CC3=C(N2)C(=CC(=C3)NC=O)Cl)(=O)=O)C1)C (4-Chloro-2-formylamino-6-methyl-10,10-dioxo-10,11-dihydro-5H-10-lambda*6*-thia-5-aza-dibenzo[a,d]-cycloheptene-8-carboxylic acid methyl ester). As a reaction SMILES: [CH:1]([O-])=[O:2].[Na+].[CH3:5][O:6][C:7]([C:9]1[CH:10]=[C:11]([CH3:28])[C:12]2[NH:18][C:17]3[C:19]([Cl:24])=[CH:20][C:21]([NH2:23])=[CH:22][C:16]=3[CH2:15][S:14](=[O:26])(=[O:25])[C:13]=2[CH:27]=1)=[O:8]>C(O)=O>[CH3:5][O:6][C:7]([C:9]1[CH:10]=[C:11]([CH3:28])[C:12]2[NH:18][C:17]3[C:19]([Cl:24])=[CH:20][C:21]([NH:23][CH:1]=[O:2])=[CH:22][C:16]=3[CH2:15][S:14](=[O:26])(=[O:25])[C:13]=2[CH:27]=1)=[O:8] |f:0.1|. Reported procedure: Sodium formate (0.074 g, 0.108 mmol) was added to a suspension of compound of Example 37 (0.20 g, 0.547 mmol) in formic acid (2 mL) and refluxed for 1.5 h. The reaction mixture was cooled and poured into ice water (50 mL). The solid precipitated was filtered, washed with water and dried. The crude product was purified by trituration with chloroform/methanol (3:1) to obtain the title compound. Yield: 0.18 g (84%); mp: 280-282° C.; 1H NMR (DMSO-d6, 300 MHz): δ 2.48 (s, 3H, CH3), 3.82 (s, 3H, OCH3)... Reactants: CCCCO, COc1cccc2c1C(=O)c1ccccc1C2(CC(=O)O)CC(=O)O, [Na]. Yields the product COc1cccc2c1Cc1ccccc1C2(CC(=O)O)CC(=O)O. RXN SMILES: [CH2:27]([OH:28])[CH2:29][CH2:30][CH3:31].[CH3:1][O:2][c:3]1[cH:4][cH:5][cH:6][c:7]2[c:16]1[C:15](=[O:17])[c:14]1[c:9]([cH:10][cH:11][cH:12][cH:13]1)[C:8]2([CH2:18][C:19](=[O:20])[OH:21])[CH2:22][C:23](=[O:24])[OH:25].[Na:26]>>[CH3:1][O:2][c:3]1[cH:4][cH:5][cH:6][c:7]2[c:16]1[CH2:15][c:14]1[c:9]([cH:10][cH:11][cH:12][cH:13]1)[C:8]2([CH2:18][C:19](=[O:20])[OH:21])[CH2:22][C:23](=[O:24])[OH:25].